Dataset: the Open Reaction Database (ORD), a public repository of structured organic reaction records. Task: describe an organic reaction: reactants, conditions, products, and yield Reactants: ClC1=NC=NC(=C1)Cl (4,6-dichloropyrimidine), O1CCN(CC1)C1=CC=C(N)C=C1 (p-morpholino aniline). Run in CC(C)O (i-PrOH). Conditions: temperature 84 celsius. Product: ClC1=CC(=NC=N1)NC1=CC=C(C=C1)N1CCOCC1 (6-Chloro-N-(4-morpholinophenyl)pyrimidin-4-amine). Yield: 46.0%. Reaction SMILES: Cl[C:2]1[CH:7]=[C:6]([Cl:8])[N:5]=[CH:4][N:3]=1.[O:9]1[CH2:14][CH2:13][N:12]([C:15]2[CH:21]=[CH:20][C:18]([NH2:19])=[CH:17][CH:16]=2)[CH2:11][CH2:10]1>CC(O)C>[Cl:8][C:6]1[N:5]=[CH:4][N:3]=[C:2]([NH:19][C:18]2[CH:17]=[CH:16][C:15]([N:12]3[CH2:13][CH2:14][O:9][CH2:10][CH2:11]3)=[CH:21][CH:20]=2)[CH:7]=1. Procedure: 100 mg of 4,6-dichloropyrimidine and 92 mg of p-morpholino aniline were dissolved in 5 mL of i-PrOH. The mixture obtained was refluxed at 84° C. for 6 hours under a nitrogen atmosphere. A colorless precipitate was formed which was collected by filtration. 6-Chloro-N-(4-morpholinophenyl)pyrimidin-4-amine was obtained in the form of a colorless solid. Reactants: IC1=CC=C(C=C1)[C@@H]1[C@@H](CCC1)NS(=O)(=O)C(C)C ((+,−) Cis propane-2-sulfonic acid [2-(4-iodo-phenyl)-cyclopentyl]-amide), C(=O)(O)C1=CC=C(C=C1)B(O)O (4-carboxybenzeneboronic acid). Product: CC(C)S(=O)(=O)N[C@@H]1[C@@H](CCC1)C1=CC=C(C=C1)C1=CC=C(C=C1)C(=O)O ((+,−)-Cis-4′-[2-(Propane-2-sulfonylamino)-cyclopentyl]-biphenyl-4-carboxylic Acid). Isolated yield 108.2%. As a reaction SMILES: I[C:2]1[CH:7]=[CH:6][C:5]([C@H:8]2[CH2:12][CH2:11][CH2:10][C@H:9]2[NH:13][S:14]([CH:17]([CH3:19])[CH3:18])(=[O:16])=[O:15])=[CH:4][CH:3]=1.[C:20]([C:23]1[CH:28]=[CH:27][C:26](B(O)O)=[CH:25][CH:24]=1)([OH:22])=[O:21]>>[CH3:18][CH:17]([S:14]([NH:13][C@H:9]1[CH2:10][CH2:11][CH2:12][C@H:8]1[C:5]1[CH:6]=[CH:7][C:2]([C:26]2[CH:27]=[CH:28][C:23]([C:20]([OH:22])=[O:21])=[CH:24][CH:25]=2)=[CH:3][CH:4]=1)(=[O:16])=[O:15])[CH3:19]. Procedure details: The Suzuki coupling of (+,−) Cis propane-2-sulfonic acid [2-(4-iodo-phenyl)-cyclopentyl]-amide (245 mg, 0.62 mmol, prepared in example 17) and 4-carboxybenzeneboronic acid (114 mg, 0.69 mmol) was accomplished in a manner analogous to the procedure described in example 27. The reaction was worked up in a manner analogous to example 3. Purification by silica chromatography using a Chromatotron® was achieved eluting with 4% methanol/methylene chloride to afford 260 mg of the title compound which wa... The reactants are CN1CCOCC1 (N-methylmorpholine), C1(CC1)C=1C=C(C2=C(N1)N(N=C2C)C(C)(C)C)C(=O)O (6-cyclopropyl-1-(1,1-dimethylethyl)-3-methyl-1H-pyrazolo[3,4-b]pyridine-4-carboxylic acid), C(CCl)Cl (EDC), NCC=1C(NC(=CC1CCC)C)=O (3-(aminomethyl)-6-methyl-4-propyl-2(1H)-pyridinone), ON1N=NC2=C1N=CC=C2 (1-hydroxy-7-azabenzotriazole). Run in O (water), CS(=O)C (Dimethyl Sulfoxide). Reaction conditions: time 16 hour. The product is C1(CC1)C=1C=C(C2=C(N1)N(N=C2C)C(C)(C)C)C(=O)NCC=2C(NC(=CC2CCC)C)=O (6-cyclopropyl-1-(1,1-dimethylethyl)-3-methyl-N-[(6-methyl-2-oxo-4-propyl-1,2-dihydro-3-pyridinyl)methyl]-1H-pyrazolo[3,4-b]pyridine-4-carboxamide). Reaction SMILES: [CH:1]1([C:4]2[CH:5]=[C:6]([C:18]([OH:20])=O)[C:7]3[C:12]([CH3:13])=[N:11][N:10]([C:14]([CH3:17])([CH3:16])[CH3:15])[C:8]=3[N:9]=2)[CH2:3][CH2:2]1.[NH2:21][CH2:22][C:23]1[C:24](=[O:33])[NH:25][C:26]([CH3:32])=[CH:27][C:28]=1[CH2:29][CH2:30][CH3:31].ON1C2N=CC=CC=2N=N1.C(Cl)CCl.CN1CCOCC1>CS(C)=O.O>[CH:1]1([C:4]2[CH:5]=[C:6]([C:18]([NH:21][CH2:22][C:23]3[C:24](=[O:33])[NH:25][C:26]([CH3:32])=[CH:27][C:28]=3[CH2:29][CH2:30][CH3:31])=[O:20])[C:7]3[C:12]([CH3:13])=[N:11][N:10]([C:14]([CH3:15])([CH3:17])[CH3:16])[C:8]=3[N:9]=2)[CH2:3][CH2:2]1. Reported procedure: 6-cyclopropyl-1-(1,1-dimethylethyl)-3-methyl-1H-pyrazolo[3,4-b]pyridine-4-carboxylic acid (53 mg, 0.194 mmol), 3-(aminomethyl)-6-methyl-4-propyl-2(1H)-pyridinone (71.3 mg, 0.242 mmol), 1-hydroxy-7-azabenzotriazole (52.8 mg, 0.388 mmol), EDC (74.3 mg, 0.388 mmol) and N-methylmorpholine (0.085 mL, 0.776 mmol) were suspended in Dimethyl Sulfoxide (DMSO) (10 mL) and stirred at room temperature for 16 hours. Added 25 mL of water and stirred for 10 minutes. The contents were filtered and dried, and co... Starting materials: COS(=O)(=O)OC, [K+], [K+], O=C([O-])[O-], CN(C)C=O, O=C(O)c1cccc([N+](=O)[O-])c1O. Yields the product COC(=O)c1cccc([N+](=O)[O-])c1O. RXN SMILES: [CH3:20][O:21][S:22]([O:23][CH3:24])(=[O:25])=[O:26].[K+:14].[K+:15].[O-:16][C:17]([O-:18])=[O:19].[O:27]=[CH:28][N:29]([CH3:30])[CH3:31].[OH:1][c:2]1[c:3]([C:4](=[O:5])[OH:6])[cH:7][cH:8][cH:9][c:10]1[N+:11](=[O:12])[O-:13]>>[OH:1][c:2]1[c:3]([C:4](=[O:5])[O:6][CH3:17])[cH:7][cH:8][cH:9][c:10]1[N+:11](=[O:12])[O-:13]. The product is O1CCOC2=C1C=CC(=C2)\C=C(/C#N)\C2=CC(=C(C=C2)OCCCCCCCCCCCO)OC ((2Z)-3-(2,3-dihydro-1,4-benzodioxin-6-yl)-2-{4-[(11-hydroxyundecyl)oxy]-3-methoxyphenyl}prop-2-enenitrile). The reactants are OCCCCCCCCCCCOC1=C(C=C(C=C1)CC#N)OC ({4-[(11-hydroxyundecyl)oxy]-3-methoxyphenyl}acetonitrile), O1CCOC2=C1C=CC(=C2)C=O (1,4-Benzodioxan-6-carboxaldehyde). Reaction SMILES: [OH:1][CH2:2][CH2:3][CH2:4][CH2:5][CH2:6][CH2:7][CH2:8][CH2:9][CH2:10][CH2:11][CH2:12][O:13][C:14]1[CH:19]=[CH:18][C:17]([CH2:20][C:21]#[N:22])=[CH:16][C:15]=1[O:23][CH3:24].[O:25]1[C:30]2[CH:31]=[CH:32][C:33]([CH:35]=O)=[CH:34][C:29]=2[O:28][CH2:27][CH2:26]1>>[O:25]1[C:30]2[CH:31]=[CH:32][C:33](/[CH:35]=[C:20](/[C:17]3[CH:18]=[CH:19][C:14]([O:13][CH2:12][CH2:11][CH2:10][CH2:9][CH2:8][CH2:7][CH2:6][CH2:5][CH2:4][CH2:3][CH2:2][OH:1])=[C:15]([O:23][CH3:24])[CH:16]=3)\[C:21]#[N:22])=[CH:34][C:29]=2[O:28][CH2:27][CH2:26]1. Yield: 80.0%. Reported procedure: (2Z)-3-(2,3-dihydro-1,4-benzodioxin-6-yl)-2-{4-[(11-hydroxyundecyl)oxy]-3-methoxyphenyl}prop-2-enenitrile is prepared starting from {4-[(11-hydroxyundecyl)oxy]-3-methoxyphenyl}acetonitrile and commercial 1,4-Benzodioxan-6-carboxaldehyde according the same procedure following for example 1 in 80% yield. Reactants: CCCC(=O)c1cc2c(=O)c(C(=O)OCC)c[nH]c2cc1C, CCO, [Na+], [OH-]. Yields the product CCCC(=O)c1cc2c(=O)c(C(=O)O)c[nH]c2cc1C. As a reaction SMILES: [CH2:3]([CH3:4])[O:5][C:6](=[O:7])[c:8]1[cH:9][nH:10][c:11]2[cH:12][c:13]([CH3:24])[c:14]([C:19]([CH2:20][CH2:21][CH3:22])=[O:23])[cH:15][c:16]2[c:17]1=[O:18].[CH3:25][CH2:26][OH:27].[Na+:2].[OH-:1]>>[O:5]=[C:6]([OH:7])[c:8]1[cH:9][nH:10][c:11]2[cH:12][c:13]([CH3:24])[c:14]([C:19]([CH2:20][CH2:21][CH3:22])=[O:23])[cH:15][c:16]2[c:17]1=[O:18].